From a dataset of the Open Reaction Database (ORD), a public repository of structured organic reaction records. describe an organic reaction: reactants, conditions, products, and yield Reactants: C, CC(C)c1ccc(N(Cc2ccc(Oc3ccccc3)nc2)C(=O)C2CCCc3c(OCc4ccccc4)cccc32)cc1, CO, O=C[O-], [NH4+], [Pd]. Product: CC(C)c1ccc(N(Cc2ccc(Oc3ccccc3)nc2)C(=O)C2CCCc3c(O)cccc32)cc1. As a reaction SMILES: [C:51].[CH2:1]([c:2]1[cH:3][cH:4][cH:5][cH:6][cH:7]1)[O:8][c:9]1[c:10]2[c:15]([cH:16][cH:17][cH:18]1)[CH:14]([C:19](=[O:20])[N:21]([CH2:22][c:23]1[cH:24][n:25][c:26]([O:29][c:30]3[cH:31][cH:32][cH:33][cH:34][cH:35]3)[cH:27][cH:28]1)[c:36]1[cH:37][cH:38][c:39]([CH:42]([CH3:43])[CH3:44])[cH:40][cH:41]1)[CH2:13][CH2:12][CH2:11]2.[CH3:49][OH:50].[CH:45]([O-:46])=[O:47].[NH4+:48].[Pd:52]>>[OH:8][c:9]1[c:10]2[c:15]([cH:16][cH:17][cH:18]1)[CH:14]([C:19](=[O:20])[N:21]([CH2:22][c:23]1[cH:24][n:25][c:26]([O:29][c:30]3[cH:31][cH:32][cH:33][cH:34][cH:35]3)[cH:27][cH:28]1)[c:36]1[cH:37][cH:38][c:39]([CH:42]([CH3:43])[CH3:44])[cH:40][cH:41]1)[CH2:13][CH2:12][CH2:11]2. The reactants are O=C([O-])[O-], CCOCCOCCOCC, C[N+](C)(C)Cc1ccco1, [I-], [K+], [K+], [Na+], [OH-], NS(=O)(=O)c1cc(C(=O)O)cc(S)c1Oc1ccccc1. The product is NS(=O)(=O)c1cc(C(=O)O)cc(SCc2ccco2)c1Oc1ccccc1. Reaction SMILES: [C:22](=[O:23])([O-:24])[O-:25].[CH2:41]([O:42][CH2:43][CH2:44][O:45][CH2:46][CH2:47][O:48][CH2:49][CH3:50])[CH3:51].[CH3:29][N+:30]([CH2:31][c:32]1[cH:33][cH:34][cH:35][o:36]1)([CH3:37])[CH3:38].[I-:28].[K+:26].[K+:27].[Na+:40].[OH-:39].[SH:1][c:2]1[cH:3][c:4]([C:5](=[O:6])[OH:7])[cH:8][c:9]([S:18]([NH2:19])(=[O:20])=[O:21])[c:10]1[O:11][c:12]1[cH:13][cH:14][cH:15][cH:16][cH:17]1>>[S:1]([c:2]1[cH:3][c:4]([C:5](=[O:6])[OH:7])[cH:8][c:9]([S:18]([NH2:19])(=[O:20])=[O:21])[c:10]1[O:11][c:12]1[cH:13][cH:14][cH:15][cH:16][cH:17]1)[CH2:31][c:32]1[cH:33][cH:34][cH:35][o:36]1. Reactants: C(#N)C1=NC2=CC=C(C=C2C=C1)N (2-Cyano-6-aminoquinoline), N(=C=O)C1=CC=C(C=2CCCCC12)C#N (4-Isocyanato-5,6,7,8-tetrahydronaphthalene-1-carbonitrile), O[C@@H]1CCN2C(N(C([C@@H]21)=O)C2=CC=C(C=1CCCCC21)C#N)=O ((7R,7aS)-4-(7-Hydroxy-1,3-dioxotetrahydropyrrolo[1,2-c]imidazol-2-yl)-5,6,7,8-tetrahydronaphthalene-1-carbonitrile). Product: O[C@@H]1CCN2C(N(C([C@@H]21)=O)C=2C=C1C=CC(=NC1=CC2)C#N)=O ((7R,7aS)-6-(7-Hydroxy-1,3-dioxotetrahydropyrrolo[1,2-c]imidazol-2-yl)quinoline-2-carbonitrile). As a reaction SMILES: [C:1]([C:3]1[CH:12]=[CH:11][C:10]2[C:5](=[CH:6][CH:7]=[C:8]([NH2:13])[CH:9]=2)[N:4]=1)#[N:2].N(C1C2CCCCC=2C(C#N)=CC=1)=C=O.[OH:29][C@H:30]1[C@@H:37]2[N:33]([C:34](=[O:51])N(C3C4CCCCC=4C(C#N)=CC=3)[C:36]2=[O:38])[CH2:32][CH2:31]1>>[OH:29][C@H:30]1[C@@H:37]2[N:33]([C:34](=[O:51])[N:13]([C:8]3[CH:9]=[C:10]4[C:5](=[CH:6][CH:7]=3)[N:4]=[C:3]([C:1]#[N:2])[CH:12]=[CH:11]4)[C:36]2=[O:38])[CH2:32][CH2:31]1. Procedure: The title compound was prepared from 45C by procedures analogous to those described in Experiment 2E and 2F. HPLC: 100% at 1.81 min (retention time) (Conditions: YMC S5 C18 (4.6×50 mm); Eluted with 0% to 100% B, 8 min gradient, 3 min hold. (A=90% H2O-10% MeOH-0.1% H3PO4 and B=10% H2O-90% MeOH-0.1% H3PO4); Flow rate at 2.5 mL/min UV detection at 220 nm). LC/MS m/z 309 [M+H]+. The reactants are CC(=O)O[BH-](OC(C)=O)OC(C)=O, CC(=O)O, CO, CCC=O, ClC(Cl)Cl, ClCCCl, Cl, [Na+], O=S(=O)(c1cccc2ccccc12)c1n[nH]c2ccc(OC3CCNC3)cc12. The product is CCCN1CCC(Oc2ccc3[nH]nc(S(=O)(=O)c4cccc5ccccc45)c3c2)C1. Reaction SMILES: [C:38]([O:39][BH-:40]([O:41][C:42](=[O:43])[CH3:44])[O:45][C:46](=[O:47])[CH3:48])(=[O:49])[CH3:50].[CH3:34][C:35](=[O:36])[OH:37].[CH3:52][OH:53].[CH:30]([CH2:31][CH3:32])=[O:33].[CH:54]([Cl:55])([Cl:56])[Cl:57].[Cl:58][CH2:59][CH2:60][Cl:61].[ClH:29].[Na+:51].[c:1]1([S:11](=[O:12])(=[O:13])[c:14]2[n:15][nH:16][c:17]3[cH:18][cH:19][c:20]([O:23][CH:24]4[CH2:25][NH:26][CH2:27][CH2:28]4)[cH:21][c:22]23)[cH:2][cH:3][cH:4][c:5]2[cH:6][cH:7][cH:8][cH:9][c:10]12>>[c:1]1([S:11](=[O:12])(=[O:13])[c:14]2[n:15][nH:16][c:17]3[cH:18][cH:19][c:20]([O:23][CH:24]4[CH2:25][N:26]([CH2:30][CH2:31][CH3:32])[CH2:27][CH2:28]4)[cH:21][c:22]23)[cH:2][cH:3][cH:4][c:5]2[cH:6][cH:7][cH:8][cH:9][c:10]12.